From a dataset of the Open Reaction Database (ORD), a public repository of structured organic reaction records. describe an organic reaction: reactants, conditions, products, and yield Starting materials: COC1=C(C=CC=C1)OC (1,2-dimethoxy-benzene), COC1=C(C=CC=C1)OC (1,2-dimethoxy-benzene), C(CC=CC)(=O)O (pent-3-enoic acid), C(CC=CC)(=O)O (pent-3-enoic acid), Polyphosphoric acid. Conditions: temperature 60 celsius. Yields the product COC=1C=C2C(CC(C2=CC1OC)=O)CC (5,6-Dimethoxy-3-ethyl-indan-1-one). RXN SMILES: [CH3:1][O:2][C:3]1[CH:8]=[CH:7][CH:6]=[CH:5][C:4]=1[O:9][CH3:10].[C:11](O)(=[O:16])[CH2:12][CH:13]=[CH:14][CH3:15]>>[CH3:1][O:2][C:3]1[CH:8]=[C:7]2[C:6](=[CH:5][C:4]=1[O:9][CH3:10])[C:11](=[O:16])[CH2:12][CH:13]2[CH2:14][CH3:15]. Procedure: A mixture of 1,2-dimethoxy-benzene (Compound 47a) (21.9 mL, 0.170 mole) and pent-3-enoic acid (Compound 47b) (25.5 g, 0.255 mole) was stirred under argon in an ice bath. Polyphosphoric acid (230 g, 1.05 mole) was added slowly. After addition was complete, the ice bath was removed and the reaction heated for 16 hours at 60° C. The reaction was added to ice water and extracted with dichloromethane. The organic extracts were washed with 3N NaOH, water, brine and dried over Na2SO4. The solvent was t...